From a dataset of the Open Reaction Database (ORD), a public repository of structured organic reaction records. describe an organic reaction: reactants, conditions, products, and yield Reactants: CCN(C(C)C)C(C)C (DIEA), CC=1C=C(C=C(C1)NC1=NC=CC(=N1)C(F)(F)F)C1=CN=C(S1)C1(CC1)C(=O)O (1-[5-(3-Methyl-5-{[4-(trifluoromethyl)pyrimidin-2-yl]amino}phenyl)-1,3-thiazol-2-yl]cyclopropanecarboxylic acid), C(CCl)Cl (EDC), C(=O)NN (formic acid hydrazide), C=1C=CC2=C(C1)N=NN2O (HOBT). Run in CN(C)C=O (DMF), O (water). Reaction conditions: time 3 hour. Product: C(=O)NNC(=O)C1(CC1)C=1SC(=CN1)C1=CC(=CC(=C1)NC1=NC=CC(=N1)C(F)(F)F)C (N′-formyl-1-[5-(3-methyl-5-{[4-(trifluoromethyl)pyrimidin-2-yl]amino}phenyl)-1,3-thiazol-2-yl]cyclopropanecarbohydrazide). Yield: 92.4%. As a reaction SMILES: [CH3:1][C:2]1[CH:3]=[C:4]([C:19]2[S:23][C:22]([C:24]3([C:27](O)=[O:28])[CH2:26][CH2:25]3)=[N:21][CH:20]=2)[CH:5]=[C:6]([NH:8][C:9]2[N:14]=[C:13]([C:15]([F:18])([F:17])[F:16])[CH:12]=[CH:11][N:10]=2)[CH:7]=1.[CH:30]([NH:32][NH2:33])=[O:31].C1C=CC2N(O)N=NC=2C=1.C(Cl)CCl.CCN(C(C)C)C(C)C>O.CN(C=O)C>[CH:30]([NH:32][NH:33][C:27]([C:24]1([C:22]2[S:23][C:19]([C:4]3[CH:5]=[C:6]([NH:8][C:9]4[N:14]=[C:13]([C:15]([F:16])([F:18])[F:17])[CH:12]=[CH:11][N:10]=4)[CH:7]=[C:2]([CH3:1])[CH:3]=3)=[CH:20][N:21]=2)[CH2:25][CH2:26]1)=[O:28])=[O:31]. Reported procedure: 1-[5-(3-Methyl-5-{[4-(trifluoromethyl)pyrimidin-2-yl]amino}phenyl)-1,3-thiazol-2-yl]cyclopropanecarboxylic acid (TFA salt, 110 mg, 0.206 mmol), formic acid hydrazide (37 mg, 0.617 mmol), HOBT (95 mg, 0.617 mmol), and EDC (118 mg, 0.617 mmol) were combined with DMF (5 mL) and DIEA (80 mg, 0.617 mmol). The reaction was stirred for 3 h at room temperature. It was subsequently diluted with water and extracted with ethyl acetate (2×). The combined organic layers were washed with brine, dried (MgSO4),... Reactants: COC1=C(C=C(C=C1)C(C(F)(F)F)(F)F)C1OCCCO1 (2-(2-Methoxy-5-(1,1,2,2,2-pentafluoroethyl)phenyl)-1,3-dioxane), Cl (HCl). The solvent is CC(=O)C (acetone). Run at time 5 hour. Yields the product COC1=C(C=O)C=C(C=C1)C(C(F)(F)F)(F)F (2-Methoxy-5-(1,1,2,2,2-pentafluoroethyl)benzaldehyde). The yield is 33.8%. Reaction SMILES: [CH3:1][O:2][C:3]1[CH:8]=[CH:7][C:6]([C:9]([F:15])([F:14])[C:10]([F:13])([F:12])[F:11])=[CH:5][C:4]=1[CH:16]1OCCC[O:17]1.Cl>CC(C)=O>[CH3:1][O:2][C:3]1[CH:8]=[CH:7][C:6]([C:9]([F:14])([F:15])[C:10]([F:11])([F:12])[F:13])=[CH:5][C:4]=1[CH:16]=[O:17]. Reported procedure: To a stirred solution of Compound 39 (1.0 g) in acetone (30 ml) was added conc. HCl (4 ml) at room temperature. The reaction mixture was stirred at room temperature for 5 h. The solvent was evaporated in vacuo and the residue was extracted with ether. The combined solution was washed with sat. NaHCO3 aq. , and brine, dried(MgSO4) and concentrated in vacuo to give crude product (790 mg) as a yellow solid. The crude product was purified by column chromatography on silica gel with hexane-isopropyl ... Yields the product C(C)C1=NN=C(O1)C(=O)C(CCC)NC(C(CC(N1CCCC1)=O)(S(=O)(=O)CC1=CC=CC=C1)C)=O (N-[1-(5-Ethyl-[1,3,4]oxadiazole-2-carbonyl)-butyl]-4-oxo-2-benzylsulfonyl-methyl-4-pyrrolidin-1-yl-butyramide). Run in C(Cl)Cl (MeCl2), C(Cl)Cl (MeCl2). As a reaction SMILES: C1(C(=O)C[CH:8]([CH2:12][S:13]([CH2:16][C:17]2[CH:22]=[CH:21][CH:20]=[CH:19][CH:18]=2)(=[O:15])=[O:14])[C:9]([OH:11])=O)CCCC1.Cl.[NH2:25][CH:26]([CH2:36][CH2:37][CH3:38])[CH:27]([C:29]1[O:30][C:31]([CH2:34][CH3:35])=[N:32][N:33]=1)[OH:28].[CH:39]1[CH:40]=CC2N(O)N=[N:45][C:43]=2[CH:44]=1.C(Cl)CCl.CN1CC[O:57][CH2:56]C1.[CH3:60]C(OI1(OC(C)=O)(OC(C)=O)OC(=O)C2C=CC=CC1=2)=O.[O-]S([O-])(=S)=O.[Na+].[Na+].C([O-])(O)=O.[Na+]>C(Cl)Cl>[CH2:34]([C:31]1[O:30][C:29]([C:27]([CH:26]([NH:25][C:56](=[O:57])[C:12]([CH3:60])([S:13]([CH2:16][C:17]2[CH:18]=[CH:19][CH:20]=[CH:21][CH:22]=2)(=[O:14])=[O:15])[CH2:8][C:9](=[O:11])[N:45]2[CH2:40][CH2:39][CH2:44][CH2:43]2)[CH2:36][CH2:37][CH3:38])=[O:28])=[N:33][N:32]=1)[CH3:35] |f:1.2,7.8.9.10.11|. The reactants are [O-]S(=O)(=S)[O-].[Na+].[Na+].C(=O)(O)[O-].[Na+] (Na2S2O3 NaHCO3), C1(CCCC1)C(CC(C(=O)O)CS(=O)(=O)CC1=CC=CC=C1)=O (4-cyclopentyl-4-oxo-2-benzylsulfonylmethyl-butyric acid), Cl.NC(C(O)C=1OC(=NN1)CC)CCC (2-amino-1-(5-ethyl-1,3,4-oxadiazole-2-yl)-1-pentanol HCl salt), C=1C=CC2=C(C1)N=NN2O (HOBt), C(CCl)Cl (EDC), CN1CCOCC1 (N-methylmorpholine), crude product, CC(=O)OI1(C=2C=CC=CC2C(=O)O1)(OC(=O)C)OC(=O)C (Dess-Martin periodinane). Procedure details: To a stirred mixture 4-cyclopentyl-4-oxo-2-benzylsulfonylmethyl-butyric acid (169.5 mg, 0.5 mmol), 2-amino-1-(5-ethyl-1,3,4-oxadiazole-2-yl)-1-pentanol HCl salt (117.5 mg), and HOBt (91.8 mg, 0.6 mmol) in MeCl2 5 ml), was added EDC (144 mg, 0.75 mmol) and N-methylmorpholine (0.3 ml) at room temperature. After stirring for 14 hours, the reaction mixture was extracted with ethyl acetate. The organic layer was washed with saturated NaHCO3, brine, dried with MgSO4 and concentrated to yield 240 mg of... Conditions: time 14 hour. Reactants: ClCCCCOCCCCCl (4-chlorobutyl ether), CN(C=O)C (dimethylformamide), OC1=CC=C(C(=O)O)C=C1 (4-hydroxybenzoic acid), C([O-])([O-])=O.[K+].[K+] (potassium carbonate). The solvent is O (Water). Conditions: temperature 90 celsius, time 3 hour. Yields the product C(C=C)OCCCCOC1=CC=C(C(=O)O)C=C1 (4-(4-allyloxybutyloxy)benzoic acid). RXN SMILES: ClC[CH2:3][CH2:4][CH2:5][O:6][CH2:7][CH2:8][CH2:9][CH2:10]Cl.[OH:12][C:13]1[CH:21]=[CH:20][C:16]([C:17]([OH:19])=[O:18])=[CH:15][CH:14]=1.C(=O)([O-])[O-].[K+].[K+].CN(C)C=O>O>[CH2:5]([O:6][CH2:7][CH2:8][CH2:9][CH2:10][O:12][C:13]1[CH:21]=[CH:20][C:16]([C:17]([OH:19])=[O:18])=[CH:15][CH:14]=1)[CH:4]=[CH2:3] |f:2.3.4|. Procedure: A solution comprising 14 g of allyl (4-chlorobutyl ether, 14 g of 4-hydroxybenzoic acid, 14 g of potassium carbonate and 50 ml of dimethylformamide was stirred at 90° C. for 3 hours. Water was added thereto, and the liquid was extracted with toluene. The toluene layer was washed well with water, and toluene was distilled off. Sodium hydroxide 20 g, water 50 ml and ethanol 200 ml were added to the resulting residue, and the solution was refluxed for 2 hours. Ethanol was distilled off, and hydroch... Reactants: CC[O-], CC[O-], CC[O-], CC[O-], COc1c(F)cccc1C(CC(O)(C=O)C(F)(F)F)C(C)C, Cc1ncc2c(N)cccc2n1, [Ti+4]. The product is COc1c(F)cccc1C(CC(O)(C=Nc1cccc2nc(C)ncc12)C(F)(F)F)C(C)C. Reaction SMILES: [CH3:35][CH2:36][O-:37].[CH3:38][CH2:39][O-:40].[CH3:41][CH2:42][O-:43].[CH3:44][CH2:45][O-:46].[F:1][c:2]1[c:3]([O:21][CH3:22])[c:4]([CH:8]([CH2:9][C:10]([CH:11]=[O:12])([C:13]([F:14])([F:15])[F:16])[OH:17])[CH:18]([CH3:19])[CH3:20])[cH:5][cH:6][cH:7]1.[NH2:23][c:24]1[c:25]2[cH:26][n:27][c:28]([CH3:34])[n:29][c:30]2[cH:31][cH:32][cH:33]1.[Ti+4:47]>>[F:1][c:2]1[c:3]([O:21][CH3:22])[c:4]([CH:8]([CH2:9][C:10]([CH:11]=[N:23][c:24]2[c:25]3[cH:26][n:27][c:28]([CH3:34])[n:29][c:30]3[cH:31][cH:32][cH:33]2)([C:13]([F:14])([F:15])[F:16])[OH:17])[CH:18]([CH3:19])[CH3:20])[cH:5][cH:6][cH:7]1.